From a dataset of the Open Reaction Database (ORD), a public repository of structured organic reaction records. describe an organic reaction: reactants, conditions, products, and yield The product is COC=1C(=NC2=CC=C(C=C2N1)C)NC(=O)N1CCN(CC1)C1=CC=C(C=C1)F (1-[(3-Methoxy-6-methylquinoxalin-2-yl)aminocarbonyl]-4-(4-fluorophenyl)piperazine). RXN SMILES: [CH3:1][O:2][C:3]1[C:4]([NH:14][C:15](=[O:19])OCC)=[N:5][C:6]2[C:11]([N:12]=1)=[CH:10][C:9]([CH3:13])=[CH:8][CH:7]=2.[F:20][C:21]1[CH:26]=[CH:25][C:24]([N:27]2[CH2:32][CH2:31][NH:30][CH2:29][CH2:28]2)=[CH:23][CH:22]=1>>[CH3:1][O:2][C:3]1[C:4]([NH:14][C:15]([N:30]2[CH2:29][CH2:28][N:27]([C:24]3[CH:23]=[CH:22][C:21]([F:20])=[CH:26][CH:25]=3)[CH2:32][CH2:31]2)=[O:19])=[N:5][C:6]2[C:11]([N:12]=1)=[CH:10][C:9]([CH3:13])=[CH:8][CH:7]=2. Starting materials: COC=1C(=NC2=CC=C(C=C2N1)C)NC(OCC)=O (Ethyl N-(3-methoxy-6-methylquinoxalin-2-yl)carbamate), FC1=CC=C(C=C1)N1CCNCC1 (1-(4-fluorophenyl)piperazine). Procedure details: Ethyl N-(3-methoxy-6-methylquinoxalin-2-yl)carbamate and 1-(4-fluorophenyl)piperazine were reacted by the same way with the example 127 to obtain the titled compound (yield, 90%). 1H NMR (300 MHz, CDCl3): δ 2.47 (s, 3H), 3.07-3.17 (m, 4H), 3.77-3.87 (m, 4H), 4.13 (s, 3H), 6.87-8.01 (m, 8H). Isolated yield 90.0%. Yield: 37.5%. The solvent is CN(C(C)=O)C (N,N-dimethylacetamide). Reaction SMILES: [CH3:1][N:2]1[CH:6]=[C:5]([C:7](O)=[O:8])[C:4]([C:10]([F:13])([F:12])[F:11])=[N:3]1.O1CCCC1.S(Cl)(Cl)=O.[NH2:23][C:24]1[CH:25]=[C:26]([CH:43]=[CH:44][C:45]=1[Cl:46])[O:27][C:28]1[CH:29]=[CH:30][C:31]2[N:32]([N:34]=[C:35]([NH:37][C:38]([CH:40]3[CH2:42][CH2:41]3)=[O:39])[N:36]=2)[CH:33]=1>CN(C)C=O.CN(C)C(=O)C>[Cl:46][C:45]1[CH:44]=[CH:43][C:26]([O:27][C:28]2[CH:29]=[CH:30][C:31]3[N:32]([N:34]=[C:35]([NH:37][C:38]([CH:40]4[CH2:42][CH2:41]4)=[O:39])[N:36]=3)[CH:33]=2)=[CH:25][C:24]=1[NH:23][C:7]([C:5]1[C:4]([C:10]([F:13])([F:12])[F:11])=[N:3][N:2]([CH3:1])[CH:6]=1)=[O:8]. Yields the product ClC1=C(C=C(C=C1)OC=1C=CC=2N(C1)N=C(N2)NC(=O)C2CC2)NC(=O)C=2C(=NN(C2)C)C(F)(F)F (N-[2-chloro-5-({2-[(cyclopropylcarbonyl)amino][1,2,4]triazolo[1,5-a]pyridin-6-yl}oxy)phenyl]-1-methyl-3-(trifluoromethyl)-1H-pyrazole-4-carboxamide). Procedure details: In the same manner as in Example 55 and using 1-methyl-3-(trifluoromethyl)-1H-pyrazole-4-carboxylic acid (70.8 mg, 0.365 mmol), tetrahydrofuran (5 mL), thionyl chloride (63.3 μL, 0.730 mmol), N,N-dimethylformamide (2 drops), N-[6-(3-amino-4-chlorophenoxy)[1,2,4]triazolo[1,5-a]pyridin-2-yl]cyclopropanecarboxamide (112 mg, 0.326 mmol) and N,N-dimethylacetamide (6 mL) as starting materials, the title compound (63.6 mg, 38%) was obtained as a white solid. Reactants: CN1N=C(C(=C1)C(=O)O)C(F)(F)F (1-methyl-3-(trifluoromethyl)-1H-pyrazole-4-carboxylic acid), NC=1C=C(OC=2C=CC=3N(C2)N=C(N3)NC(=O)C3CC3)C=CC1Cl (N-[6-(3-amino-4-chlorophenoxy)[1,2,4]triazolo[1,5-a]pyridin-2-yl]cyclopropanecarboxamide), O1CCCC1 (tetrahydrofuran), S(=O)(Cl)Cl (thionyl chloride). Reagents/catalysts: CN(C=O)C (N,N-dimethylformamide). Reactants: CO, Cc1cc(C(=O)NC(C)c2nc3cc(Cl)ccc3[nH]2)ccc1C(=O)N1CCCC1CNC(=O)OC(C)(C)C, ClCCl, Cl, N, O=C(O)C(F)(F)F. The product is Cc1cc(C(=O)NC(C)c2nc3cc(Cl)ccc3[nH]2)ccc1C(=O)N1CCCC1CN. Reaction SMILES: [CH3:47][OH:48].[Cl:1][c:2]1[cH:3][c:4]2[c:5]([nH:6][c:7]([CH:9]([CH3:10])[NH:11][C:12]([c:13]3[cH:14][c:15]([CH3:35])[c:16]([C:19](=[O:20])[N:21]4[CH:22]([CH2:26][NH:27][C:28]([O:29][C:30]([CH3:31])([CH3:32])[CH3:33])=[O:34])[CH2:23][CH2:24][CH2:25]4)[cH:17][cH:18]3)=[O:36])[n:8]2)[cH:37][cH:38]1.[Cl:49][CH2:50][Cl:51].[Cl:52].[NH3:46].[OH:39][C:40]([C:41]([F:42])([F:43])[F:44])=[O:45]>>[Cl:1][c:2]1[cH:3][c:4]2[c:5]([nH:6][c:7]([CH:9]([CH3:10])[NH:11][C:12]([c:13]3[cH:14][c:15]([CH3:35])[c:16]([C:19](=[O:20])[N:21]4[CH:22]([CH2:26][NH2:27])[CH2:23][CH2:24][CH2:25]4)[cH:17][cH:18]3)=[O:36])[n:8]2)[cH:37][cH:38]1. Reactants: [H-].[Na+] (NaH), CN1C=NC2=C1C=C(C=C2)C=2C=C(C=CC2)O (3-(1-methyl-1H-benzo[d]imidazol-6-yl)phenol), CN(C)C=O (DMF), ClC[C@H]1OC1 ((S)-2-(chloromethyl)oxirane). Solvent: O (water). Run at time 0.5 hour. Yields the product CN1C=NC2=C1C=C(C=C2)C=2C=C(NC[C@@H]1OC1)C=CC2 ((S)-3-(1-methyl-1H-benzo[d]imidazol-6-yl)-N-(oxiran-2-ylmethyl)aniline). Yield: 77.0%. As a reaction SMILES: [H-].[Na+].[CH3:3][N:4]1[C:8]2[CH:9]=[C:10]([C:13]3[CH:14]=[C:15](O)[CH:16]=[CH:17][CH:18]=3)[CH:11]=[CH:12][C:7]=2[N:6]=[CH:5]1.Cl[CH2:21][C@@H:22]1[CH2:24][O:23]1.C[N:26](C=O)C>O>[CH3:3][N:4]1[C:8]2[CH:9]=[C:10]([C:13]3[CH:14]=[C:15]([CH:16]=[CH:17][CH:18]=3)[NH:26][CH2:21][C@H:22]3[CH2:24][O:23]3)[CH:11]=[CH:12][C:7]=2[N:6]=[CH:5]1 |f:0.1|. Procedure: To a solution of NaH (161 mg, 6.69 mmol) in DMF (5 mL) was added 3-(1-methyl-1H-benzo[d]imidazol-6-yl)phenol (500 mg, 2.23 mmol) at 27° C. After 0.5 h, (S)-2-(chloromethyl)oxirane (246 mg, 2.68 mmol) was added and the reaction mixture was stirred 16 h, diluted with water and extracted with ethyl acetate. The combined organic extracts were washed with brine, dried over sodium sulfate, filtered and concentrated. The crude product was used in next step without further purification. (480 mg, yield 7... The reactants are CCOC=C(C(=O)OCC)C(=O)OCC, COc1ccc(N)cc1, CCO. Yields the product CCOC(=O)C(=CNc1ccc(OC)cc1)C(=O)OCC. Reaction SMILES: [CH2:10]([O:11][CH:13]=[C:14]([C:15](=[O:16])[O:17][CH2:18][CH3:19])[C:20](=[O:21])[O:22][CH2:23][CH3:24])[CH3:12].[CH3:1][O:2][c:3]1[cH:4][cH:5][c:6]([NH2:9])[cH:7][cH:8]1.[CH3:25][CH2:26][OH:27]>>[CH3:1][O:2][c:3]1[cH:4][cH:5][c:6]([NH:9][CH:13]=[C:14]([C:15](=[O:16])[O:17][CH2:18][CH3:19])[C:20](=[O:21])[O:22][CH2:23][CH3:24])[cH:7][cH:8]1. The reactants are BrC1=C(OC2CCN(CC2)C2=NOC(=N2)C2=NNC=C2)C=C(C=C1)F (4-(2-bromo-5-fluorophenoxy)-1-[5-(1H-pyrazol-3-yl)-1,2,4-oxadiazol-3-yl]piperidine), [H-].[Na+] (sodium hydride), BrCC(=O)OCC (ethyl bromoacetate). Yields the product BrC1=C(OC2CCN(CC2)C2=NOC(=N2)C2=NN(C=C2)CC(=O)OCC)C=C(C=C1)F (Ethyl (3-{3-[4-(2-bromo-5-fluorophenoxy)piperidin-1-yl]-1,2,4-oxadiazol-5-yl}-1H-pyrazol-1-yl)acetate). Reaction SMILES: [Br:1][C:2]1[CH:24]=[CH:23][C:22]([F:25])=[CH:21][C:3]=1[O:4][CH:5]1[CH2:10][CH2:9][N:8]([C:11]2[N:15]=[C:14]([C:16]3[CH:20]=[CH:19][NH:18][N:17]=3)[O:13][N:12]=2)[CH2:7][CH2:6]1.[H-].[Na+].Br[CH2:29][C:30]([O:32][CH2:33][CH3:34])=[O:31]>>[Br:1][C:2]1[CH:24]=[CH:23][C:22]([F:25])=[CH:21][C:3]=1[O:4][CH:5]1[CH2:10][CH2:9][N:8]([C:11]2[N:15]=[C:14]([C:16]3[CH:20]=[CH:19][N:18]([CH2:29][C:30]([O:32][CH2:33][CH3:34])=[O:31])[N:17]=3)[O:13][N:12]=2)[CH2:7][CH2:6]1 |f:1.2|. Procedure: The title compound was prepared in a similar manner as described in Example 7 (step 4) from 4-(2-bromo-5-fluorophenoxy)-1-[5-(1H-pyrazol-3-yl)-1,2,4-oxadiazol-3-yl]piperidine, sodium hydride and ethyl bromoacetate and obtained as the more polar isomer. Reactants: CN1CC=2NC3=CC=C(C=C3C2CC1)[N+](=O)[O-] (2-methyl-6-nitro-2,3,4,9-tetrahydro-1H-β-carboline). Reagents/catalysts: [Pd] (Pd/C). The solvent is CCO (EtOH). Conditions: time 20 hour. Product: NC=1C=C2C=3CCN(CC3NC2=CC1)C (6-amino-2-methyl-2,3,4,9-tetrahydro-1H-β-carboline). The yield is 107.0%. Reaction SMILES: [CH3:1][N:2]1[CH2:14][CH2:13][C:12]2[C:11]3[C:6](=[CH:7][CH:8]=[C:9]([N+:15]([O-])=O)[CH:10]=3)[NH:5][C:4]=2[CH2:3]1>CCO.[Pd]>[NH2:15][C:9]1[CH:10]=[C:11]2[C:6](=[CH:7][CH:8]=1)[NH:5][C:4]1[CH2:3][N:2]([CH3:1])[CH2:14][CH2:13][C:12]2=1. Procedure: To a solution of 2-methyl-6-nitro-2,3,4,9-tetrahydro-1H-β-carboline (description 1) (1.42 g, 6.13 mmol) in EtOH (300 mL), 570 mg of (5%) Pd/C were added. The mixture was hydrogenated under 20 psi at room temperature for 20 h and filtered through a pad of Celite. The EtOH was evaporated to dryness to yield 1.32 g of 6-amino-2-methyl-2,3,4,9-tetrahydro-1H-β-carboline that were used directly to synthesize compounds of formula I. The reactants are CC(C)(C)OC(=O)NCCO, ClCCl, COc1cc2c(Nc3ccc(Cl)cc3F)ncnc2cc1O, CCOC(=O)N=NC(=O)OCC, c1ccc(P(c2ccccc2)c2ccccc2)cc1. The product is COc1cc2c(Nc3ccc(Cl)cc3F)ncnc2cc1OCCNC(=O)OC(C)(C)C. RXN SMILES: [C:54]([CH3:55])([CH3:56])([CH3:57])[O:58][C:59](=[O:60])[NH:61][CH2:62][CH2:63][OH:64].[CH2:65]([Cl:66])[Cl:67].[Cl:32][c:33]1[cH:34][c:35]([F:53])[c:36]([NH:37][c:38]2[n:39][cH:40][n:41][c:42]3[cH:43][c:44]([OH:50])[c:45]([O:48][CH3:49])[cH:46][c:47]23)[cH:51][cH:52]1.[O:1]=[C:2]([O:3][CH2:4][CH3:5])[N:6]=[N:7][C:8]([O:9][CH2:10][CH3:11])=[O:12].[c:13]1([P:14]([c:15]2[cH:16][cH:17][cH:18][cH:19][cH:20]2)[c:21]2[cH:22][cH:23][cH:24][cH:25][cH:26]2)[cH:27][cH:28][cH:29][cH:30][cH:31]1>>[Cl:32][c:33]1[cH:34][c:35]([F:53])[c:36]([NH:37][c:38]2[n:39][cH:40][n:41][c:42]3[cH:43][c:44]([O:50][CH2:63][CH2:62][NH:61][C:59]([O:58][C:54]([CH3:55])([CH3:56])[CH3:57])=[O:60])[c:45]([O:48][CH3:49])[cH:46][c:47]23)[cH:51][cH:52]1. Starting materials: NCCC=1N(C2=CC=C(C=C2C1CCOC1=CC=C(C(=O)OC)C=C1)Cl)C(C1=CC=CC=C1)C1=CC=CC=C1 (methyl 4-{2-[2-(2-aminoethyl)-1-benzhydryl-5-chloro-1H-indol-3-yl]ethoxy}benzoate), C1=C(C=CC2=CC=CC=C12)S(=O)(=O)Cl (2-naphthalenesulfonyl chloride). Yields the product C(C1=CC=CC=C1)(C1=CC=CC=C1)N1C(=C(C2=CC(=CC=C12)Cl)CCOC1=CC=C(C(=O)O)C=C1)CCNS(=O)(=O)C1=CC2=CC=CC=C2C=C1 (4-[2-(1-benzhydryl-5-chloro-2-{2-[(2-naphthylsulfonyl)amino]ethyl}-1H-indol-3-yl)ethoxy]benzoic acid). Yield: 53.0%. As a reaction SMILES: [NH2:1][CH2:2][CH2:3][C:4]1[N:5]([CH:27]([C:34]2[CH:39]=[CH:38][CH:37]=[CH:36][CH:35]=2)[C:28]2[CH:33]=[CH:32][CH:31]=[CH:30][CH:29]=2)[C:6]2[C:11]([C:12]=1[CH2:13][CH2:14][O:15][C:16]1[CH:25]=[CH:24][C:19]([C:20]([O:22]C)=[O:21])=[CH:18][CH:17]=1)=[CH:10][C:9]([Cl:26])=[CH:8][CH:7]=2.[CH:40]1[C:49]2[C:44](=[CH:45][CH:46]=[CH:47][CH:48]=2)[CH:43]=[CH:42][C:41]=1[S:50](Cl)(=[O:52])=[O:51]>>[CH:27]([N:5]1[C:6]2[C:11](=[CH:10][C:9]([Cl:26])=[CH:8][CH:7]=2)[C:12]([CH2:13][CH2:14][O:15][C:16]2[CH:17]=[CH:18][C:19]([C:20]([OH:22])=[O:21])=[CH:24][CH:25]=2)=[C:4]1[CH2:3][CH2:2][NH:1][S:50]([C:41]1[CH:42]=[CH:43][C:44]2[C:49](=[CH:48][CH:47]=[CH:46][CH:45]=2)[CH:40]=1)(=[O:52])=[O:51])([C:28]1[CH:33]=[CH:32][CH:31]=[CH:30][CH:29]=1)[C:34]1[CH:35]=[CH:36][CH:37]=[CH:38][CH:39]=1. Procedure: To the methyl 4-{2-[2-(2-aminoethyl)-1-benzhydryl-5-chloro-1H-indol-3-yl]ethoxy}benzoate (Step 5, Example 1)was added 2-naphthalenesulfonyl chloride according to the procedure in Example 1 Step 7 to generate the product in 53% yield.